Dataset: the Open Reaction Database (ORD), a public repository of structured organic reaction records. Task: describe an organic reaction: reactants, conditions, products, and yield Starting materials: CC(=O)O, O=C1CCC(=O)N1Cl, Fc1ccc(-c2csc3ncnc(Cl)c23)cc1. The product is Fc1ccc(-c2c(Cl)sc3ncnc(Cl)c23)cc1. As a reaction SMILES: [CH3:26][C:27](=[O:28])[OH:29].[Cl:18][N:19]1[C:20](=[O:21])[CH2:22][CH2:23][C:24]1=[O:25].[Cl:1][c:2]1[c:3]2[c:4]([n:5][cH:6][n:7]1)[s:8][cH:9][c:10]2-[c:11]1[cH:12][cH:13][c:14]([F:17])[cH:15][cH:16]1>>[Cl:1][c:2]1[c:3]2[c:4]([n:5][cH:6][n:7]1)[s:8][c:9]([Cl:18])[c:10]2-[c:11]1[cH:12][cH:13][c:14]([F:17])[cH:15][cH:16]1. The reactants are C#CCO, CC(C)(C)OC(=O)C1N(S(=O)(=O)c2ccc(O)cc2)CCSC1(C)C. Yields the product C#CCOc1ccc(S(=O)(=O)N2CCSC(C)(C)C2C(=O)OC(C)(C)C)cc1. As a reaction SMILES: [CH2:26]([C:27]#[CH:28])[OH:29].[OH:1][c:2]1[cH:3][cH:4][c:5]([S:8](=[O:9])(=[O:10])[N:11]2[CH:12]([C:19](=[O:20])[O:21][C:22]([CH3:23])([CH3:24])[CH3:25])[C:13]([CH3:17])([CH3:18])[S:14][CH2:15][CH2:16]2)[cH:6][cH:7]1>>[O:1]([c:2]1[cH:3][cH:4][c:5]([S:8](=[O:9])(=[O:10])[N:11]2[CH:12]([C:19](=[O:20])[O:21][C:22]([CH3:23])([CH3:24])[CH3:25])[C:13]([CH3:17])([CH3:18])[S:14][CH2:15][CH2:16]2)[cH:6][cH:7]1)[CH2:28][C:27]#[CH:26]. Starting materials: NC[C@H]1N(CCC[C@H]1C)C(=O)C1=C(C=CC(=C1)C)C1=NC=CC=N1 (((2S,3R)-2-(aminomethyl)-3-methylpiperidin-1-yl)(5-methyl-2-(pyrimidin-2-yl)phenyl)methanone), BrC1=NC=C(C=C1)C (2-bromo-5-methylpyridine). Product: C[C@H]1[C@H](N(CCC1)C(=O)C1=C(C=CC(=C1)C)C1=NC=CC=N1)CNC1=NC=C(C=C1)C (((2S,3R)-3-Methyl-2-(((5-methylpyridin-2-yl)amino)methyl)piperidin-1-yl)(5-methyl-2-(pyrimidin-2-yl)phenyl)methanone). As a reaction SMILES: [NH2:1][CH2:2][C@@H:3]1[C@H:8]([CH3:9])[CH2:7][CH2:6][CH2:5][N:4]1[C:10]([C:12]1[CH:17]=[C:16]([CH3:18])[CH:15]=[CH:14][C:13]=1[C:19]1[N:24]=[CH:23][CH:22]=[CH:21][N:20]=1)=[O:11].Br[C:26]1[CH:31]=[CH:30][C:29]([CH3:32])=[CH:28][N:27]=1>>[CH3:9][C@@H:8]1[CH2:7][CH2:6][CH2:5][N:4]([C:10]([C:12]2[CH:17]=[C:16]([CH3:18])[CH:15]=[CH:14][C:13]=2[C:19]2[N:20]=[CH:21][CH:22]=[CH:23][N:24]=2)=[O:11])[C@@H:3]1[CH2:2][NH:1][C:26]1[CH:31]=[CH:30][C:29]([CH3:32])=[CH:28][N:27]=1. Procedure details: The title compound was prepared following the same general protocol as described for Example A44 using ((2S,3R)-2-(aminomethyl)-3-methylpiperidin-1-yl)(5-methyl-2-(pyrimidin-2-yl)phenyl)methanone and 2-bromo-5-methylpyridine. ESI-MS (m/z): 416 [M+1]+. Reactants: CCOCC, O=C1N(C(c2ccccc2)c2ccccc2)c2ccc(F)cc2C12COc1cc3c(cc12)CCO3, COc1cc2c(cc1C)C1(CO2)C(=O)N(C(c2ccccc2)c2ccccc2)c2ccccc21. Yields the product O=C1Nc2ccc(F)cc2C12COc1cc3c(cc12)CCO3. Reaction SMILES: [CH3:70][CH2:71][O:72][CH2:73][CH3:74].[c:1]1([CH:2]([c:3]2[cH:4][cH:5][cH:6][cH:7][cH:30]2)[N:8]2[C:9](=[O:29])[C:10]3([c:11]4[c:12]([cH:15][c:16]5[c:20]([cH:21]4)[CH2:19][CH2:18][O:17]5)[O:13][CH2:14]3)[c:22]3[cH:23][c:24]([F:28])[cH:25][cH:26][c:27]32)[cH:31][cH:32][cH:33][cH:34][cH:35]1.[c:36]1([CH:37]([c:38]2[cH:39][cH:40][cH:41][cH:42][cH:43]2)[N:44]2[c:45]3[c:46]([cH:47][cH:48][cH:49][cH:50]3)[C:51]3([c:52]4[cH:53][c:54]([CH3:55])[c:56]([O:57][CH3:58])[cH:59][c:60]4[O:61][CH2:62]3)[C:63]2=[O:64])[cH:65][cH:66][cH:67][cH:68][cH:69]1>>[NH:8]1[C:9](=[O:29])[C:10]2([c:11]3[c:12]([cH:15][c:16]4[c:20]([cH:21]3)[CH2:19][CH2:18][O:17]4)[O:13][CH2:14]2)[c:22]2[cH:23][c:24]([F:28])[cH:25][cH:26][c:27]21. Reactants: O=C([O-])[O-], CN(C)C=O, FC(F)(F)CI, [K+], [K+], O, Cc1cccc(O)c1. Yields the product Cc1cccc(OCC(F)(F)F)c1. RXN SMILES: [C:15](=[O:16])([O-:17])[O-:18].[CH3:21][N:22]([CH3:23])[CH:24]=[O:25].[F:9][C:10]([CH2:11][I:12])([F:13])[F:14].[K+:19].[K+:20].[OH2:26].[OH:1][c:2]1[cH:3][c:4]([CH3:8])[cH:5][cH:6][cH:7]1>>[O:1]([c:2]1[cH:3][c:4]([CH3:8])[cH:5][cH:6][cH:7]1)[CH2:11][C:10]([F:9])([F:13])[F:14]. Starting materials: O(C1=CC=CC=C1)CCCC=CC1=CC=C(C=C1)/C=C/CO ((2E)-3-{4-[5-phenoxypent-1-en-1-yl]phenyl}prop-2-en-1-ol), [H][H] (hydrogen). The reagents and catalysts are [Pd] (palladium on carbon). Solvent: C(C)(=O)OCC (ethyl acetate). Yields the product O(C1=CC=CC=C1)CCCCCC1=CC=C(C=C1)CCCO (3-[4-(5-Phenoxypentyl)phenyl]propan-1-ol). The yield is 53.4%. RXN SMILES: [O:1]([CH2:8][CH2:9][CH2:10][CH:11]=[CH:12][C:13]1[CH:18]=[CH:17][C:16](/[CH:19]=[CH:20]/[CH2:21][OH:22])=[CH:15][CH:14]=1)[C:2]1[CH:7]=[CH:6][CH:5]=[CH:4][CH:3]=1.[H][H]>[Pd].C(OCC)(=O)C>[O:1]([CH2:8][CH2:9][CH2:10][CH2:11][CH2:12][C:13]1[CH:14]=[CH:15][C:16]([CH2:19][CH2:20][CH2:21][OH:22])=[CH:17][CH:18]=1)[C:2]1[CH:7]=[CH:6][CH:5]=[CH:4][CH:3]=1. Procedure details: About 5 mg of palladium on carbon (10%) are added to a solution of 98 mg of (2E)-3-{4-[5-phenoxypent-1-en-1-yl]phenyl}prop-2-en-1-ol in about 5 ml of ethyl acetate, and the mixture is hydrogenated under 1 bar of hydrogen at room temperature overnight. The mixture is filtered to remove catalyst and concentrated, and the residue is puriified on silica gel with cyclohexane/ethyl acetate 3:1. 53 mg of product are obtained. Starting materials: ClC1=CC=2C(C3=CC=CC=C3C2C=C1)S(=O)(=O)N (2-Chlorofluorene-9-sulfonamide), [H-].[Na+] (sodium hydride), BrCC(=O)OCC (ethyl bromoacetate). The solvent is O (water), CN(C=O)C (dimethylformamide). Reaction conditions: time 30 minute. Yields the product C(C)OC(CC1(C2=CC=CC=C2C=2C=CC(=CC12)Cl)S(=O)(=O)N)=O (9-(Aminosulfonyl)-2-chlorofluorene-9-acetic acid ethyl ester). Yield: 59.7%. RXN SMILES: [Cl:1][C:2]1[CH:14]=[CH:13][C:12]2[C:11]3[C:6](=[CH:7][CH:8]=[CH:9][CH:10]=3)[CH:5]([S:15]([NH2:18])(=[O:17])=[O:16])[C:4]=2[CH:3]=1.[H-].[Na+].Br[CH2:22][C:23]([O:25][CH2:26][CH3:27])=[O:24]>CN(C)C=O.O>[CH2:26]([O:25][C:23](=[O:24])[CH2:22][C:5]1([S:15]([NH2:18])(=[O:16])=[O:17])[C:4]2[CH:3]=[C:2]([Cl:1])[CH:14]=[CH:13][C:12]=2[C:11]2[C:6]1=[CH:7][CH:8]=[CH:9][CH:10]=2)[CH3:27] |f:1.2|. Procedure details: Under nitrogen, (21) (2.6 g, 9.3 mmoL) was added portionwise to a stirred suspension of sodium hydride (465 mg of a 60% mineral oil dispersion, 1.25 eq) in dry dimethylformamide (60 mL , from CaH2). After 30 minutes, ethyl bromoacetate (1.3 g, 11.6mmoL, 1.25 eq) was added and stirring was continued overnight. The reaction was then diluted with water (200 mL), neutralized, and extracted with ethyl acetate (3×200 mL). The combined organic phases were washed with brine (3×200 mL), dried (MgSO4), an...